describe an organic reaction: reactants, conditions, products, and yield From a dataset of the Open Reaction Database (ORD), a public repository of structured organic reaction records. Reactants: BrC=1C=CC(=C(C=O)C1)F (5-Bromo-2-fluorobenzaldehyde), C[Mg]Br (Methylmagnesium bromide), ice water. Solvent: [Cl-].[NH4+] (ammonium chloride). Conditions: time 1 hour. Yields the product BrC=1C=CC(=C(C1)CO)F (5-Bromo-2-fluoro-phenyl-methanol). Isolated yield 93.0%. RXN SMILES: [Br:1][C:2]1[CH:3]=[CH:4][C:5]([F:10])=[C:6]([CH:9]=1)[CH:7]=[O:8].C[Mg]Br>[Cl-].[NH4+]>[Br:1][C:2]1[CH:3]=[CH:4][C:5]([F:10])=[C:6]([CH2:7][OH:8])[CH:9]=1 |f:2.3|. Procedure: 5-Bromo-2-fluorobenzaldehyde (commercially available from Aldrich) (150.0 g, 739 mmol) was charged into a 2 liter round bottom flask. The reaction mixture in the flask was immersed in an ice-water bath. Methylmagnesium bromide (270 mL, 812 mmol) was added dropwise via an addition funnel. The reaction mixture was stirred for one hour following completion of the addition. After the reaction was completed, the mixture was slowly poured into 500 mL ice water and 250 mL saturated ammonium chloride. T... Starting materials: ClC1=NC(=NC=C1OCC1CC1)S(=O)(=O)C (4-chloro-5-(cyclopropylmethoxy)-2-methylsulfonylpyrimidine), N#N (N2), CN1C(C2=CC=CC=C2C(=C1)B1OC(C(O1)(C)C)(C)C)=O (2-methyl-4-(4,4,5,5-tetramethyl-1,3,2-dioxaborolan-2-yl)isoquinolin-1-one), [O-]P(=O)([O-])[O-].[K+].[K+].[K+] (K3PO4). The reagents and catalysts are C1=CC=C(C=C1)P([C-]2C=CC=C2)C3=CC=CC=C3.C1=CC=C(C=C1)P([C-]2C=CC=C2)C3=CC=CC=C3.Cl[Pd]Cl.[Fe+2] (Pd(dppf)Cl2). The solvent is CC(OCC)=O (EA), O1CCOCC1.O (dioxane H2O). Run at temperature 80 celsius. The product is C1(CC1)COC=1C(=NC(=NC1)S(=O)(=O)C)C1=CN(C(C2=CC=CC=C12)=O)C (4-[5-(cyclopropylmethoxy)-2-methylsulfonylpyrimidin-4-yl]-2-methylisoquinolin-1-one). Isolated yield 68.1%. Reaction SMILES: Cl[C:2]1[C:7]([O:8][CH2:9][CH:10]2[CH2:12][CH2:11]2)=[CH:6][N:5]=[C:4]([S:13]([CH3:16])(=[O:15])=[O:14])[N:3]=1.[CH3:17][N:18]1[CH:27]=[C:26](B2OC(C)(C)C(C)(C)O2)[C:25]2[C:20](=[CH:21][CH:22]=[CH:23][CH:24]=2)[C:19]1=[O:37].[O-]P([O-])([O-])=O.[K+].[K+].[K+].N#N>O1CCOCC1.O.C1C=CC(P(C2C=CC=CC=2)[C-]2C=CC=C2)=CC=1.C1C=CC(P(C2C=CC=CC=2)[C-]2C=CC=C2)=CC=1.Cl[Pd]Cl.[Fe+2].CC(=O)OCC>[CH:10]1([CH2:9][O:8][C:7]2[C:2]([C:26]3[C:25]4[C:20](=[CH:21][CH:22]=[CH:23][CH:24]=4)[C:19](=[O:37])[N:18]([CH3:17])[CH:27]=3)=[N:3][C:4]([S:13]([CH3:16])(=[O:15])=[O:14])=[N:5][CH:6]=2)[CH2:12][CH2:11]1 |f:2.3.4.5,7.8,9.10.11.12|. Reported procedure: The title compound of step 4 (5.00 g, 19.08 mmol), the title compound of Example 89, step 1 (5.98 g, 20.99 mmol), K3PO4 (12.13 g, 57.24 mmol), and Pd(dppf)Cl2 (1.40 g, 1.91 mmol) in dioxane/H2O (50 mL/5 mL) were N2 purged and heated at 80° C. for 8 h. Silica gel chromatography (PE: EA=10/1-1/1) to gave the title compound (5.01 g, yield: 68%) as a yellow solid. 1H NMR (CDCl3, 400 MHz) δ8.53 (s, 2H), 7.67-7.63 (m, 2H), 7.57-7.52 (m, 2H), 4.06 (d, J=6.8 Hz, 2H), 3.71 (s, 3H), 3.37 (s, 3H), 1.17 (m,... Starting materials: O (water), [H-].[Na+] (sodium hydride), BrCC1OCCCC1 (2-(bromomethy)tetrahydro-2H-pyran), COC(C1=C(C=C(C(=C1)Cl)N)O)=O (4-amino-5-chloro-2-hydroxybenzoic acid methyl ester). Solvent: CN(C=O)C (dimethylformamide). Conditions: time 30 minute. Product: NC1=CC(=C(C(=O)O)C=C1Cl)OCC1OCCCC1 (4-Amino-5-chloro-2-[(tetrahydro-2H-pyran-2-yl)methoxy]benzoic acid). Yield: 60.4%. Reaction SMILES: [H-].[Na+].C[O:4][C:5](=[O:15])[C:6]1[CH:11]=[C:10]([Cl:12])[C:9]([NH2:13])=[CH:8][C:7]=1[OH:14].Br[CH2:17][CH:18]1[CH2:23][CH2:22][CH2:21][CH2:20][O:19]1.O>CN(C)C=O>[NH2:13][C:9]1[C:10]([Cl:12])=[CH:11][C:6]([C:5]([OH:4])=[O:15])=[C:7]([O:14][CH2:17][CH:18]2[CH2:23][CH2:22][CH2:21][CH2:20][O:19]2)[CH:8]=1 |f:0.1|. Procedure: A suspension of 50% sodium hydride/oil dispersion (1.00 g, 0.025 mole) in anhydrous dimethylformamide (40 ml) under nitrogen was treated with 4-amino-5-chloro-2-hydroxybenzoic acid methyl ester (4.03 g, 0.020 mole), stirred for 30 minutes, then treated with 2-(bromomethy)tetrahydro-2H-pyran (4.66 g, 0.026 mole). The mixture was heated to 95°±5° C. for 1.5 hours, then cooled and added to water (250 ml). The aqueous mixture was extracted with ether (2×200 ml), and the combined ethereal solution wa... Reactants: CC(=O)O, N#CO[K], C1COCCO1, O, N#Cc1ccc(OCCNCCO)cc1. Product: N#Cc1ccc(OCCN(CCO)C(N)=O)cc1. RXN SMILES: [CH3:20][C:21](=[O:22])[OH:23].[K:16][O:17][C:18]#[N:19].[O:24]1[CH2:25][CH2:26][O:27][CH2:28][CH2:29]1.[OH2:30].[OH:1][CH2:2][CH2:3][NH:4][CH2:5][CH2:6][O:7][c:8]1[cH:9][cH:10][c:11]([C:12]#[N:13])[cH:14][cH:15]1>>[OH:1][CH2:2][CH2:3][N:4]([CH2:5][CH2:6][O:7][c:8]1[cH:9][cH:10][c:11]([C:12]#[N:13])[cH:14][cH:15]1)[C:18](=[O:17])[NH2:19]. Starting materials: CN1C2CCC1CC(N1CCN(Cc3ccccc3)CC1)C2, CO, Cl, Cl, [Na+], [OH-], [OH-], [OH-], [Pd+2]. Yields the product CN1C2CCC1CC(N1CCNCC1)C2. Reaction SMILES: [CH2:2]([c:3]1[cH:4][cH:5][cH:6][cH:7][cH:8]1)[N:9]1[CH2:10][CH2:11][N:12]([CH:15]2[CH2:16][CH:17]3[CH2:18][CH2:19][CH:20]([CH2:21]2)[N:22]3[CH3:23])[CH2:13][CH2:14]1.[CH3:24][OH:25].[ClH:1].[ClH:26].[Na+:28].[OH-:27].[OH-:29].[OH-:31].[Pd+2:30]>>[NH:9]1[CH2:10][CH2:11][N:12]([CH:15]2[CH2:16][CH:17]3[CH2:18][CH2:19][CH:20]([CH2:21]2)[N:22]3[CH3:23])[CH2:13][CH2:14]1. The reactants are acetal, resin, C(OC)(OC)OC (trimethyl orthoformate), acetal, aldehyde, O=[O+][O-] (ozone), IC1=CC=C2C(=NN(C2=C1)COCC[Si](C)(C)C)C=CC1=CC=CC=C1 (6-iodo-3-styryl-1-[2-(trimethyl-silanyl)-ethoxymethyl]-1H-indazole), CO (MeOH). Solvent: C(Cl)Cl (CH2Cl2). Run at time 4 hour. The product is COC(OC)C1=NN(C2=CC(=CC=C12)I)COCC[Si](C)(C)C (3-(1,1-dimethoxy-methyl)-6-iodo-1-(2-trimethylsilanyl-ethoxymethyl)-1H-indazole). The yield is 92.0%. Reaction SMILES: [I:1][C:2]1[CH:10]=[C:9]2[C:5]([C:6](C=CC3C=CC=CC=3)=[N:7][N:8]2[CH2:11][O:12][CH2:13][CH2:14][Si:15]([CH3:18])([CH3:17])[CH3:16])=[CH:4][CH:3]=1.CO.O=[O+][O-].[CH:32]([O:37][CH3:38])([O:35][CH3:36])OC>C(Cl)Cl>[CH3:38][O:37][CH:32]([C:6]1[C:5]2[C:9](=[CH:10][C:2]([I:1])=[CH:3][CH:4]=2)[N:8]([CH2:11][O:12][CH2:13][CH2:14][Si:15]([CH3:18])([CH3:17])[CH3:16])[N:7]=1)[O:35][CH3:36]. Procedure details: A solution of 6-iodo-3-styryl-1-[2-(trimethyl-silanyl)-ethoxymethyl]-1H-indazole [Example 14, step (i)] (1.28 g, 2.69 mmol) in CH2Cl2 (40 mL)/MeOH (40 mL) was stirred at −78° C. The reaction was treated with ozone until a blue color persisted, and then was purged with argon. Methyl sulfide (4 mL) was added, and the reaction stirred 4 h while warming to r.t. Concentration in vacuo gave a crude mixture of acetal and aldehyde, which was converted completely to the acetal by stirring in trimethyl or...